Dataset: the Open Reaction Database (ORD), a public repository of structured organic reaction records. Task: describe an organic reaction: reactants, conditions, products, and yield The reactants are C(C=C)(=O)O (acrylic acid), C1(CC(C(CC1)C(C)C)O)C (menthol), C1(=CC=C(C=C1)S(=O)(=O)O)C (p-toluenesulfonic acid). Solvent: C1(=CC=CC=C1)C (toluene). Reaction conditions: temperature 150 celsius. The product is C(C=C)(=O)OC1CC(CCC1C(C)C)C (menthyl acrylate). As a reaction SMILES: [C:1]([OH:5])(=[O:4])[CH:2]=[CH2:3].[CH:6]1([CH3:16])[CH2:11][CH2:10][CH:9]([CH:12]([CH3:14])[CH3:13])[CH:8](O)[CH2:7]1.C1(C)C=CC(S(O)(=O)=O)=CC=1>C1(C)C=CC=CC=1>[C:1]([O:5][CH:8]1[CH:9]([CH:12]([CH3:14])[CH3:13])[CH2:10][CH2:11][CH:6]([CH3:16])[CH2:7]1)(=[O:4])[CH:2]=[CH2:3]. Procedure details: 26 g of acrylic acid, 24 g of menthol and 15 g of p-toluenesulfonic acid in 500 mL of toluene were heated under reflux at an oil temperature of 150° C. for 19 h. Subsequently, the reaction mixture was quenched by the addition of salt saturated sodium bicarbonate solution. The mixture was then extracted with ether, the organic layers were combined and washed with salt saturated sodium bicarbonate solution and then with an aqueous solution of sodium hydride, salt saturated ammonium chloride soluti... The reactants are O=C(O)C=Cc1ccc(C(F)(F)F)nc1CCc1ccccc1, COc1nc(OC)nc([N+]2(C)CCOCC2)n1, [Cl-], Cl, C=CS(=O)(=O)Nc1ccc(CN)cc1, O. The product is C=CS(=O)(=O)Nc1ccc(CNC(=O)C=Cc2ccc(C(F)(F)F)nc2CCc2ccccc2)cc1. RXN SMILES: [CH2:35]([CH2:36][c:37]1[cH:38][cH:39][cH:40][cH:41][cH:42]1)[c:43]1[n:44][c:45]([C:54]([F:55])([F:56])[F:57])[cH:46][cH:47][c:48]1[CH:49]=[CH:50][C:51](=[O:52])[OH:53].[CH3:18][O:19][c:20]1[n:21][c:22]([O:23][CH3:24])[n:25][c:26]([N+:27]2([CH3:28])[CH2:29][CH2:30][O:31][CH2:32][CH2:33]2)[n:34]1.[Cl-:17].[ClH:15].[NH2:1][CH2:2][c:3]1[cH:4][cH:5][c:6]([NH:9][S:10](=[O:11])(=[O:12])[CH:13]=[CH2:14])[cH:7][cH:8]1.[OH2:16]>>[NH:1]([CH2:2][c:3]1[cH:4][cH:5][c:6]([NH:9][S:10](=[O:11])(=[O:12])[CH:13]=[CH2:14])[cH:7][cH:8]1)[C:51]([CH:50]=[CH:49][c:48]1[c:43]([CH2:35][CH2:36][c:37]2[cH:38][cH:39][cH:40][cH:41][cH:42]2)[n:44][c:45]([C:54]([F:55])([F:56])[F:57])[cH:46][cH:47]1)=[O:52]. Reactants: CO, Cc1ccc(C(=O)O)c(Cl)n1, Nc1ccc2cn[nH]c2c1, c1ccncc1. Product: Cc1ccc(C(=O)O)c(Nc2ccc3cn[nH]c3c2)n1. RXN SMILES: [CH3:28][OH:29].[Cl:1][c:2]1[c:3]([C:4](=[O:5])[OH:6])[cH:7][cH:8][c:9]([CH3:11])[n:10]1.[NH2:12][c:13]1[cH:14][cH:15][c:16]2[cH:17][n:18][nH:19][c:20]2[cH:21]1.[cH:22]1[cH:23][cH:24][n:25][cH:26][cH:27]1>>[c:2]1([NH:12][c:13]2[cH:14][cH:15][c:16]3[cH:17][n:18][nH:19][c:20]3[cH:21]2)[c:3]([C:4](=[O:5])[OH:6])[cH:7][cH:8][c:9]([CH3:11])[n:10]1. The reactants are C(C)(C)(C)OC(=O)N1CC(C1)ONC(=O)[C@H]1N2C(N([C@H](CC1)C2)OS(=O)(=O)[O-])=O.C(CCC)[N+](CCCC)(CCCC)CCCC (N,N,N-Tributylbutan-1-aminium ({[(2S,5R)-2-({[1-(tert-butoxycarbonyl)azetidin-3-yl]oxy}carbamoyl)-7-oxo-1,6-diazabicyclo[3.2.1]oct-6-yl]oxy}sulfonyl)oxidanide), FC(C(=O)O)(F)F (trifluoroacetic acid). Run in C(Cl)Cl (DCM). Conditions: time 1 hour. The product is N1CC(C1)ONC(=O)[C@H]1N2C(N([C@H](CC1)C2)OS(=O)(=O)O)=O ((2S,5R)—N-(azetidin-3-yloxy)-7-oxo-6-(sulfooxy)-1,6-diazabicyclo[3.2.1]octane-2-carboxamide). Reaction SMILES: C(OC([N:8]1[CH2:11][CH:10]([O:12][NH:13][C:14]([C@@H:16]2[CH2:22][CH2:21][C@@H:20]3[CH2:23][N:17]2[C:18](=[O:29])[N:19]3[O:24][S:25]([O-:28])(=[O:27])=[O:26])=[O:15])[CH2:9]1)=O)(C)(C)C.C([N+](CCCC)(CCCC)CCCC)CCC.FC(F)(F)C(O)=O>C(Cl)Cl>[NH:8]1[CH2:9][CH:10]([O:12][NH:13][C:14]([C@@H:16]2[CH2:22][CH2:21][C@@H:20]3[CH2:23][N:17]2[C:18](=[O:29])[N:19]3[O:24][S:25]([OH:28])(=[O:26])=[O:27])=[O:15])[CH2:11]1 |f:0.1|. Procedure details: To a solution of N,N,N-tributylbutan-1-aminium ({[(2S,5R)-2-({[1-(tert-butoxycarbonyl)azetidin-3-yl]oxy}carbamoyl)-7-oxo-1,6-diazabicyclo[3.2.1]oct-6-yl]oxy}sulfonyl)oxidanide 40 (0.1 g, 0.15 mmol) in DCM (8.8 mL) was added trifluoroacetic acid (0.44 mL, 5.7 mmol) dropwise at 0° C. The reaction mixture was stirred for 1 h, then evaporated. Ether was added to the residue and the resulting white precipitate was collected by centrifugation. The solid was triturated with acetonitrile (2×) and the wh... Starting materials: C(=O)([O-])[O-].[Na+].[Na+] (Na2CO3), NC1=C(C=C(C=C1)CS(=O)(=O)NC)I (4-Amino-3-iodo-N-methyl-benzenemethanesulfonamide), C[Si](C)(C)C#C[Si](C)(C)C (bis(trimethylsilyl)acetylene), tetrakistriphenylphosphine Pd(O). Run in COCCOC (DME). Yields the product CNS(=O)(=O)CC=1C=C2C=C(NC2=CC1)[Si](C)(C)C (5-[[(Methylamino)sulfonyl]methyl]-2-(trimethylsilyl)-1H-indole). Yield: 72.9%. As a reaction SMILES: [NH2:1][C:2]1[CH:7]=[CH:6][C:5]([CH2:8][S:9]([NH:12][CH3:13])(=[O:11])=[O:10])=[CH:4][C:3]=1I.[CH3:15][Si:16]([C:19]#[C:20][Si](C)(C)C)([CH3:18])[CH3:17].C([O-])([O-])=O.[Na+].[Na+]>COCCOC>[CH3:13][NH:12][S:9]([CH2:8][C:5]1[CH:4]=[C:3]2[C:2](=[CH:7][CH:6]=1)[NH:1][C:19]([Si:16]([CH3:18])([CH3:17])[CH3:15])=[CH:20]2)(=[O:11])=[O:10] |f:2.3.4|. Reported procedure: 4-Amino-3-iodo-N-methyl-benzenemethanesulfonamide (1.63 g, 0.005 mol), bis(trimethylsilyl)acetylene (1.28 g, 0.0075 mol) and tetrakistriphenylphosphine Pd(O) (0.578 g, 0.0005 mol) were dissolved in DME (50 mL) and followed by the addition of saturated aqueous Na2CO3 (5 mL). The mixture was heated at reflux for 48 h. The solvent was removed in vacuo. The residue was dissolved in EtOAc and extracted with brine. The organic layer was dried over Na2SO4, filtered and evaporated in vacuo. Silica gel c... Product: ON=C(C1COCC1)Cl (N-hydroxytetrahydrofuran-3-carbimidoyl chloride). Reagents/catalysts: [Cu](I)I (copper iodide), O.O.O.O.O.S(=O)(=O)([O-])[O-].[Cu+2] (copper(II) sulfate pentahydrate). Procedure: To a small reaction tube fitted with a screw cap is placed (4S,5S)-4-(3-methoxyphenyl)-5-(prop-2-ynyl)oxazolidin-2-one (50 mg, 0.22 mmol) in tBuOH/water (1:1, 1.5 mL). Successively, copper(II) sulfate pentahydrate (2 mg, 0.012 mmol), sodium ascorbate (12 mg, 0.06 mmol), potassium bicarbonate (92 mg, 0.92 mmol), and the freshly prepared product described above are then added. After stirring at room temperature for 2 h, the reaction is then quenched with sat. ammonium chloride, and extracted with ... Reaction conditions: time 2 hour. Solvent: C(C)#N (acetonitrile). Reaction SMILES: COC1C=C([C@H]2[C@H](CC#C)OC(=O)[NH:10]2)C=CC=1.O=C1O[C@H]([C@H](CO)O)C([O-])=C1O.[Na+].[C:31](=[O:34])(O)[O-].[K+].[Cl:36][C:37]1[CH:42]=[CH:41][C:40](I)=CC=1.CNCCNC.C(=O)([O-])[O-].[Cs+].[Cs+].CC(O)(C)C.[OH2:61]>O.O.O.O.O.S([O-])([O-])(=O)=O.[Cu+2].[Cu](I)I.C(#N)C>[OH:61][N:10]=[C:37]([Cl:36])[CH:42]1[CH2:41][CH2:40][O:34][CH2:31]1 |f:1.2,3.4,7.8.9,10.11,12.13.14.15.16.17.18|. Starting materials: COC=1C=C(C=CC1)[C@@H]1NC(O[C@H]1CC#C)=O ((4S,5S)-4-(3-methoxyphenyl)-5-(prop-2-ynyl)oxazolidin-2-one), crude intermediate, ClC1=CC=C(C=C1)I (4-chloro-1-iodobenzene), O=C1C(O)=C([O-])[C@H](O1)[C@@H](O)CO.[Na+] (sodium ascorbate), C([O-])(O)=O.[K+] (potassium bicarbonate), CC(C)(C)O.O (tBuOH water), C([O-])([O-])=O.[Cs+].[Cs+] (cesium carbonate), CNCCNC (N,N′-dimethylethylenediamine). The reactants are O=P(OCC)(OCC)C=1C=CC=CC1C. The reagents and catalysts are O=C(NC=1C=CC=CC1C=2C=NC(=CC2)C3=NC=CC=C3)NC4CCCCC4, O1B(OC(C)(C)C1(C)C)B2OC(C)(C)C(O2)(C)C, C[OH2+].C[OH2+].C1CC=CCCC=C1.C1CC=CCCC=C1.[Ir].[Ir]. Solvent: C=1C=C(C=CC1C)C. Reaction conditions: temperature 40 celsius, time 16 hour. The product is O=P(OCC)(OCC)C1=CC(=CC=C1C)B2OC(C)(C)C(O2)(C)C, O=P(OCC)(OCC)C1=CC=C(C=C1C)B2OC(C)(C)C(O2)(C)C. Yield: 10.0%. The reactants are ClCCN1CCC(CC1)NC(C1=CC=C(C=C1)[N+](=O)[O-])=O (1-(2-chloroethyl)-4-(p-nitrobenzamido)piperidine), ClC1=CC=C(CNC2=NC=CC=C2)C=C1 (2-(p-chlorobenzyl)aminopyridine). The product is ClC1=CC=C(CN(C2=NC=CC=C2)CCN2CCC(CC2)NC(C2=CC=C(C=C2)[N+](=O)[O-])=O)C=C1 (1-(2-[N-(p-Chlorobenzyl)-N-(2-pyridyl) amino]ethyl)-4-(p-nitrobenzamido)piperidine). Reaction SMILES: Cl[CH2:2][CH2:3][N:4]1[CH2:9][CH2:8][CH:7]([NH:10][C:11](=[O:21])[C:12]2[CH:17]=[CH:16][C:15]([N+:18]([O-:20])=[O:19])=[CH:14][CH:13]=2)[CH2:6][CH2:5]1.[Cl:22][C:23]1[CH:36]=[CH:35][C:26]([CH2:27][NH:28][C:29]2[CH:34]=[CH:33][CH:32]=[CH:31][N:30]=2)=[CH:25][CH:24]=1>>[Cl:22][C:23]1[CH:36]=[CH:35][C:26]([CH2:27][N:28]([CH2:2][CH2:3][N:4]2[CH2:9][CH2:8][CH:7]([NH:10][C:11](=[O:21])[C:12]3[CH:17]=[CH:16][C:15]([N+:18]([O-:20])=[O:19])=[CH:14][CH:13]=3)[CH2:6][CH2:5]2)[C:29]2[CH:34]=[CH:33][CH:32]=[CH:31][N:30]=2)=[CH:25][CH:24]=1. Reported procedure: The title compound is prepared in a manner similar to Example 11 using 1-(2-chloroethyl)-4-(p-nitrobenzamido)piperidine and 2-(p-chlorobenzyl)aminopyridine.